This data is from the Open Reaction Database (ORD), a public repository of structured organic reaction records. The task is: describe an organic reaction: reactants, conditions, products, and yield Reactants: CCCCCC1CCC(c2ccc(-c3ccc(CBr)cc3)cc2)CC1, Cc1ccccc1C, c1ccc(P(c2ccccc2)c2ccccc2)cc1. The product is [Br-], CCCCCC1CCC(c2ccc(-c3ccc(C[P+](c4ccccc4)(c4ccccc4)c4ccccc4)cc3)cc2)CC1. As a reaction SMILES: [Br:1][CH2:2][c:3]1[cH:4][cH:5][c:6](-[c:9]2[cH:10][cH:11][c:12]([CH:15]3[CH2:16][CH2:17][CH:18]([CH2:21][CH2:22][CH2:23][CH2:24][CH3:25])[CH2:19][CH2:20]3)[cH:13][cH:14]2)[cH:7][cH:8]1.[CH3:45][c:46]1[c:47]([CH3:48])[cH:49][cH:50][cH:51][cH:52]1.[c:26]1([P:32]([c:33]2[cH:34][cH:35][cH:36][cH:37][cH:38]2)[c:39]2[cH:40][cH:41][cH:42][cH:43][cH:44]2)[cH:27][cH:28][cH:29][cH:30][cH:31]1>>[Br-:1].[CH2:2]([c:3]1[cH:4][cH:5][c:6](-[c:9]2[cH:10][cH:11][c:12]([CH:15]3[CH2:16][CH2:17][CH:18]([CH2:21][CH2:22][CH2:23][CH2:24][CH3:25])[CH2:19][CH2:20]3)[cH:13][cH:14]2)[cH:7][cH:8]1)[P+:32]([c:26]1[cH:27][cH:28][cH:29][cH:30][cH:31]1)([c:33]1[cH:34][cH:35][cH:36][cH:37][cH:38]1)[c:39]1[cH:40][cH:41][cH:42][cH:43][cH:44]1. Reactants: O1CCN(CC1)C1=CC=C(N)C=C1 (4-morpholinoaniline), [Cl-].[Ca+2].[Cl-] (calcium chloride), [Cl-].[Al+3].[Cl-].[Cl-] (aluminum chloride), C1(=CC=CC=C1)C (toluene). Solvent: C1CCCC2CCCCC12 (decahydronaphthalene), ice water. The product is O1CCN(CC1)C1=CC=C(C=C1)NC1=CC=C(C=C1)N1CCOCC1 (bis(4-morpholinophenyl)amine). The yield is 58.4%. Reaction SMILES: [O:1]1[CH2:6][CH2:5][N:4]([C:7]2[CH:13]=[CH:12][C:10]([NH2:11])=[CH:9][CH:8]=2)[CH2:3][CH2:2]1.[Cl-].[Ca+2].[Cl-].[Cl-].[Al+3].[Cl-].[Cl-].[C:21]1(C)[CH:26]=[CH:25][CH:24]=[CH:23][CH:22]=1>C1C2C(CCCC2)CCC1>[O:1]1[CH2:2][CH2:3][N:4]([C:7]2[CH:13]=[CH:12][C:10]([NH:11][C:24]3[CH:23]=[CH:22][C:21]([N:4]4[CH2:5][CH2:6][O:1][CH2:2][CH2:3]4)=[CH:26][CH:25]=3)=[CH:9][CH:8]=2)[CH2:5][CH2:6]1 |f:1.2.3,4.5.6.7|. Procedure: In a 300-ml four-necked flask were charged 68 ml of decahydronaphthalene (boiling point: 190° C.) as a solvent and 17.8 g (0.50 mol) of 4-morpholinoaniline, followed by the addition of 15.4 g (0.138 mol) of anhydrous calcium chloride and 18.5 g (0.138 mol) of anhydrous aluminum chloride under stirring. The resulting mixture was reacted at 200 to 210° C. for 5 hours under a nitrogen atmosphere. After cooling, the reaction mixture was added with 76 ml of toluene, followed by charging in 96 g of ic... Reactants: O (water), O=C(OC(Cl)(Cl)Cl)Cl (diphosgene), NC1=C(C(=O)O)C=C(C=C1)N1CCOCC1 (2-amino-5-(morpholin-4-yl)benzoic acid). Solvent: O1CCOCC1 (dioxane). Yields the product N1(CCOCC1)C1=CC=C2C(C(=O)OC(N2)=O)=C1 (5-(Morpholin-4-yl)isatoic anhydride). RXN SMILES: [NH2:1][C:2]1[CH:10]=[CH:9][C:8]([N:11]2[CH2:16][CH2:15][O:14][CH2:13][CH2:12]2)=[CH:7][C:3]=1[C:4]([OH:6])=[O:5].O.[O:18]=[C:19](Cl)OC(Cl)(Cl)Cl>O1CCOCC1>[N:11]1([C:8]2[CH:7]=[C:3]3[C:4]([O:6][C:19](=[O:18])[NH:1][C:2]3=[CH:10][CH:9]=2)=[O:5])[CH2:12][CH2:13][O:14][CH2:15][CH2:16]1. Reported procedure: To the mixture of 8.9 g of 2-amino-5-(morpholin-4-yl)benzoic acid in 60 mL of dioxane, under stirring and external cold water cooling 10 mL of diphosgene is added dropwise. The mixture is heated under reflux conditions for 4 hours. From the cold reaction mixture the solid material is filtered off, washed with 50 mL of ether. The product is stirred for 5 minutes in the mixture of 50 mL of methanol and 5 mL of triethylamine, it is filtered off and washed with 30 mL of methanol. After drying 7 g of... Starting materials: ClC1=C(C=C2CC(C(C2=C1Cl)=O)CC)OCC(=O)OC (Methyl [(6,7-dichloro-2-ethyl-1-oxo-2,3-dihydro-1H-inden-5-yl)oxy]acetate), O1CCCC1 (tetrahydrofuran), C(=C)C(=O)C (methyl vinyl ketone), C(=C)C(=O)C (methyl vinyl ketone). Yields the product ClC1=C(C=C2CC(C(C2=C1Cl)=O)(CCC(C)=O)CC)OCC(=O)OC (Methyl {[6,7-dichloro-2-ethyl-1-oxo-2-(3-oxobutyl)-2,3-dihydro-1H-inden-5-yl]oxy}-acetate). RXN SMILES: [Cl:1][C:2]1[C:10]([Cl:11])=[C:9]2[C:5]([CH2:6][CH:7]([CH2:13][CH3:14])[C:8]2=[O:12])=[CH:4][C:3]=1[O:15][CH2:16][C:17]([O:19][CH3:20])=[O:18].C([C:23]([CH3:25])=[O:24])=C.O1CC[CH2:28][CH2:27]1>>[Cl:1][C:2]1[C:10]([Cl:11])=[C:9]2[C:5]([CH2:6][C:7]([CH2:27][CH3:28])([CH2:13][CH2:14][C:23](=[O:24])[CH3:25])[C:8]2=[O:12])=[CH:4][C:3]=1[O:15][CH2:16][C:17]([O:19][CH3:20])=[O:18]. Procedure: Methyl [(6,7-dichloro-2-ethyl-1-oxo-2,3-dihydro-1H-inden-5-yl)oxy]acetate (15.8 gm., 0.05 mole) is suspended in dry tetrahydrofuran (100 ml.) containing trition-B (1 ml.). The suspension is stirred at ambient temperature and methyl vinyl ketone (5.02 gm., 0.072 mole) is added. The solution which becomes warm initially, is stirred at ambient temperature for 4 hours. Then, the stirring solution is treated with methyl vinyl ketone (0.3 ml.) and triton-B (0.6 ml.) every 4 hours for the next twenty h... Starting materials: CS(C)=O, COCCO, O=S(=O)(c1ccc(Cl)cc1)C1CCCNC1, [H-], [Na+]. Product: COCCOc1ccc(S(=O)(=O)C2CCCNC2)cc1, Cl. As a reaction SMILES: [CH3:24][S:25]([CH3:26])=[O:27].[CH3:3][O:4][CH2:5][CH2:6][OH:7].[Cl:8][c:9]1[cH:10][cH:11][c:12]([S:15](=[O:16])(=[O:17])[CH:18]2[CH2:19][NH:20][CH2:21][CH2:22][CH2:23]2)[cH:13][cH:14]1.[H-:1].[Na+:2]>>[CH3:3][O:4][CH2:5][CH2:6][O:7][c:9]1[cH:10][cH:11][c:12]([S:15](=[O:16])(=[O:17])[CH:18]2[CH2:19][NH:20][CH2:21][CH2:22][CH2:23]2)[cH:13][cH:14]1.[ClH:8]. Starting materials: C(C=C)(=O)OCC (Ethyl acrylate), C1C=CC2C1C3CC2C=C3 (dicyclopentadiene), S(O)(O)(=O)=O (sulfuric acid), B(F)(F)F.CCOCC (Boron trifluoride etherate), C1=CC=CC1 (Cyclopentadiene). The solvent is C1(=CC=CC=C1)C (toluene). Conditions: temperature 0 celsius, time 1 hour. Product: CC(CCC=CC)C(=O)OCC (hept5-ene-2-carboxylic acid, ethyl ester). Yield: 90.0%. RXN SMILES: [C:1]([O:5][CH2:6][CH3:7])(=[O:4])[CH:2]=[CH2:3].B(F)(F)F.CCOCC.[CH:17]1[CH2:21][CH:20]=[CH:19][CH:18]=1.C1C2C3C=CC(C2C=C1)C3.S(=O)(=O)(O)O>C1(C)C=CC=CC=1>[CH3:3][CH:2]([C:1]([O:5][CH2:6][CH3:7])=[O:4])[CH2:20][CH2:21][CH:17]=[CH:18][CH3:19] |f:1.2|. Procedure details: Ethyl acrylate (200 g, 1.99 mol, commercially available at Aldrich Chemical Company, Inc.) was dissolved in 500 ml of toluene. The resulting solution was then cooled to 0° C. using a dry ice isopropanol bath. Boron trifluoride etherate (28 g, 0.19 mol, commercially available at Aldrich Chemical Company, Inc.) was added to the solution. Cyclopentadiene (197 g, 2.98 mol, freshly prepared by cracking dicyclopentadiene, which is commercially available at Aldrich Chemical Company, Inc.). was then add...